From a dataset of the Open Reaction Database (ORD), a public repository of structured organic reaction records. describe an organic reaction: reactants, conditions, products, and yield Starting materials: ClCCCCBr, Cl, Cl, [Na+], [OH-], O, N=C(N)SCc1ccccn1. Product: ClCCCCSCc1ccccn1. Reaction SMILES: [Br:16][CH2:17][CH2:18][CH2:19][CH2:20][Cl:21].[ClH:3].[ClH:4].[Na+:2].[OH-:1].[OH2:22].[n:5]1[c:6]([CH2:11][S:12][C:13](=[NH:14])[NH2:15])[cH:7][cH:8][cH:9][cH:10]1>>[n:5]1[c:6]([CH2:11][S:12][CH2:13][CH2:18][CH2:19][CH2:20][Cl:21])[cH:7][cH:8][cH:9][cH:10]1.